From a dataset of the Open Reaction Database (ORD), a public repository of structured organic reaction records. describe an organic reaction: reactants, conditions, products, and yield Starting materials: C(Cl)Cl (Methylene chloride), O1C(=CC2=C1C=CC=C2)CC(=O)O (BFAA), C(C1=CC=C(C=C1)OC)(=O)Cl (p-anisoyl chloride), C(Cl)Cl (methylene chloride), [Sn](Cl)(Cl)(Cl)Cl (Tin(IV) chloride). Conditions: temperature 2.5 celsius. Yields the product COC(CC=1OC2=C(C1C(C1=CC=C(C=C1)OC)=O)C=CC=C2)=O ([3-(4-Methoxy-benzoyl)-benzofuran-2-yl]-acetic acid methyl ester). Reaction SMILES: [O:1]1[C:5]2[CH:6]=[CH:7][CH:8]=[CH:9][C:4]=2[CH:3]=[C:2]1[CH2:10][C:11]([OH:13])=[O:12].[C:14](Cl)(=[O:23])[C:15]1[CH:20]=[CH:19][C:18]([O:21][CH3:22])=[CH:17][CH:16]=1.[Sn](Cl)(Cl)(Cl)Cl.[CH2:30](Cl)Cl>>[CH3:30][O:12][C:11](=[O:13])[CH2:10][C:2]1[O:1][C:5]2[CH:6]=[CH:7][CH:8]=[CH:9][C:4]=2[C:3]=1[C:14](=[O:23])[C:15]1[CH:20]=[CH:19][C:18]([O:21][CH3:22])=[CH:17][CH:16]=1. Procedure: To the BFAA methyl ester from Step 1 (assumed 1× mole fraction) was added p-anisoyl chloride (approximately 1.08 parts by weight; 1.1× mole fraction), followed by methylene chloride (approximately 3.11 parts by weight). The mixture was stirred and cooled to about 0-5° C. Tin(IV) chloride (approximately 1.46 parts by weight) was added while controlling the batch temperature below about 10° C. The reaction was stirred at about 0-10° C. for about 3 hours then was warmed and stirred at about 20-25° ... The reactants are C(C1=CC=CC=C1)OC(=O)N1CC(CC2=CC=CC=C12)C(=O)O (N-benzyloxycarbonyl-1,2,3,4-tetrahydroquinoline-3(R,S)-carboxylic acid), COC(N(C)C)OC (N,N-dimethylformamide dimethyl acetal). Run in C1(=CC=CC=C1)C (toluene). Product: C(C1=CC=CC=C1)OC(=O)N1CC(CC2=CC=CC=C12)C(=O)OC (N-Benzyloxycarbonyl-3(R,S)-methoxycarbonyl-1,2,3,4-tetrahydroquinoline). As a reaction SMILES: [CH2:1]([O:8][C:9]([N:11]1[C:20]2[C:15](=[CH:16][CH:17]=[CH:18][CH:19]=2)[CH2:14][CH:13]([C:21]([OH:23])=[O:22])[CH2:12]1)=[O:10])[C:2]1[CH:7]=[CH:6][CH:5]=[CH:4][CH:3]=1.[CH3:24]OC(OC)N(C)C>C1(C)C=CC=CC=1>[CH2:1]([O:8][C:9]([N:11]1[C:20]2[C:15](=[CH:16][CH:17]=[CH:18][CH:19]=2)[CH2:14][CH:13]([C:21]([O:23][CH3:24])=[O:22])[CH2:12]1)=[O:10])[C:2]1[CH:7]=[CH:6][CH:5]=[CH:4][CH:3]=1. Reported procedure: 1.87 g of N-benzyloxycarbonyl-1,2,3,4-tetrahydroquinoline-3(R,S)-carboxylic acid and 5 ml of N,N-dimethylformamide dimethyl acetal are heated at 80° C. in 20 ml of toluene for 4 h. The reaction mixture is concentrated and the residue is purified by means of FC (50 g of silica gel, mobile phase D): Rf (D)=0.29; MS: (M)+ =325. Reactants: C(C)(=O)[O-].[NH4+] (ammonium acetate), [N+](=O)([O-])C (nitromethane), C=1(C(=CC=CC1)C=O)C (Ortho-tolualdehyde). Solvent: O (water), C(C)(=O)O (acetic acid). Run at temperature 110 celsius, time 8 hour. The product is CC1=C(C=CC=C1)C=C[N+](=O)[O-] (1-methyl-2-(2-nitrovinyl)benzene). Yield: 93.6%. As a reaction SMILES: [C:1]1([CH3:9])[C:2]([CH:7]=O)=[CH:3][CH:4]=[CH:5][CH:6]=1.C([O-])(=O)C.[NH4+].[N+:15]([CH3:18])([O-:17])=[O:16]>C(O)(=O)C.O>[CH3:9][C:1]1[CH:6]=[CH:5][CH:4]=[CH:3][C:2]=1[CH:7]=[CH:18][N+:15]([O-:17])=[O:16] |f:1.2|. Reported procedure: Ortho-tolualdehyde (10.00 g, 83.23 mmol) was dissolved in acetic acid (50 ml), ammonium acetate (6.93 g, 89.89 mmol) and nitromethane (7 ml, 129 mmol) were added, and the mixture was stirred at 110° C. for 8 hr and stood at room temperature overnight. The reaction mixture was diluted with water and extracted with ethyl acetate. The organic layer was washed with saturated brine, and dried over anhydrous magnesium sulfate. The insoluble material was filtered off, and the solution was concentrated ...